describe an organic reaction: reactants, conditions, products, and yield From a dataset of the Open Reaction Database (ORD), a public repository of structured organic reaction records. Product: COC(=O)C1CCC(C(=O)OC)CC1. Reactants: COC(=O)C1=CCC(C(=O)OC)CC1, ClCCl, CCO, COC(=O)C1C=CC(C(=O)OC)CC1. As a reaction SMILES: [C:15]1([C:16]([O:17][CH3:18])=[O:19])=[CH:28][CH2:27][CH:22]([C:23]([O:24][CH3:25])=[O:26])[CH2:21][CH2:20]1.[CH2:29]([Cl:30])[Cl:31].[CH3:32][CH2:33][OH:34].[CH:1]1([C:11](=[O:12])[O:13][CH3:14])[CH:2]=[CH:3][CH:4]([C:7](=[O:8])[O:9][CH3:10])[CH2:5][CH2:6]1>>[CH:1]1([C:11](=[O:12])[O:13][CH3:14])[CH2:2][CH2:3][CH:4]([C:7](=[O:8])[O:9][CH3:10])[CH2:5][CH2:6]1. Reactants: CC(CN)=C (2-methylallylamine), CC1=C(C(=O)C2=C(C1=O)N3C[C@H]4[C@@H]([C@@]3([C@@H]2COC(=O)N)OC)N4)OC (mitomycin A). Solvent: CO (methanol). Run at time 2 hour. The product is C(N)(O)=O.OCC1C2(N(C=3C(C(=C(C(C13)=O)NCC(=C)C)C)=O)CC1C2N1)OC (1,1a,2,8,8a,8b-Hexahydro-8-(hydroxymethyl)-8a-methoxy-5-methyl-6-(2-methylallylamino)-azirino[2',3':3,4]pyrrolo[1,2-a]indole-4,7-dione carbamate). Yield: 107.0%. Reaction SMILES: [CH3:1][C:2]1[C:8](=[O:9])[C:7]2[N:10]3[C@@:14]([O:21][CH3:22])([C@H:15]([CH2:16][O:17][C:18]([NH2:20])=[O:19])[C:6]=2[C:4](=[O:5])[C:3]=1OC)[C@H:13]1[NH:23][C@H:12]1[CH2:11]3.[CH3:26][C:27](=[CH2:30])[CH2:28][NH2:29]>CO>[C:18](=[O:17])([OH:19])[NH2:20].[OH:17][CH2:16][CH:15]1[C:6]2[C:4](=[O:5])[C:3]([NH:29][CH2:28][C:27]([CH3:30])=[CH2:26])=[C:2]([CH3:1])[C:8](=[O:9])[C:7]=2[N:10]2[CH2:11][CH:12]3[NH:23][CH:13]3[C:14]12[O:21][CH3:22] |f:3.4|. Procedure: A solution of 50 mg mitomycin A (0.138 mmol) in 8 ml. of anhydrous methanol was stirred with 29 mg of 2-methylallylamine. The progress of the reaction was periodically checked by TLC and, after 2 hours, the solvent was removed by evaporation under reduced pressure and the residue was purified by column chromatography using silica-gel as adsorbent and ethyl acetate as the eluant. Recrystallization from a mixture of chloroform and hexane gave 30 mg (55% yield) of the desired product as purple crys... Starting materials: Cc1cc(-c2ncn(C3CCCCO3)n2)c(F)cc1Br, CN(C)C=O, CC(C)N1C(=O)CNc2ncc([Sn](C)(C)C)nc21. Yields the product Cc1cc(-c2ncn(C3CCCCO3)n2)c(F)cc1-c1cnc2c(n1)N(C(C)C)C(=O)CN2. As a reaction SMILES: [Br:19][c:20]1[cH:21][c:22]([F:38])[c:23](-[c:27]2[n:28][n:29]([CH:32]3[O:33][CH2:34][CH2:35][CH2:36][CH2:37]3)[cH:30][n:31]2)[cH:24][c:25]1[CH3:26].[CH3:39][N:40]([CH3:41])[CH:42]=[O:43].[CH:1]([CH3:2])([CH3:3])[N:4]1[C:5](=[O:18])[CH2:6][NH:7][c:8]2[c:9]1[n:10][c:11]([Sn:14]([CH3:15])([CH3:16])[CH3:17])[cH:12][n:13]2>>[CH:1]([CH3:2])([CH3:3])[N:4]1[C:5](=[O:18])[CH2:6][NH:7][c:8]2[c:9]1[n:10][c:11](-[c:20]1[cH:21][c:22]([F:38])[c:23](-[c:27]3[n:28][n:29]([CH:32]4[O:33][CH2:34][CH2:35][CH2:36][CH2:37]4)[cH:30][n:31]3)[cH:24][c:25]1[CH3:26])[cH:12][n:13]2. Starting materials: BrC=1C=C2C(=C(C=NC2=CC1)C(=O)C1CC1)Cl ((6-bromo-4-chloroquinolin-3-yl)(cyclopropyl)methanone), N1(CCCC1)CC1=CC=C(C=N1)N (6-(pyrrolidin-1-ylmethyl)pyridin-3-amine). The product is BrC=1C=C2C(=C(C=NC2=CC1)C(=O)C1CC1)NC=1C=NC(=CC1)CN1CCCC1 ({6-Bromo-4-[6-(pyrrolidin-1-ylmethyl)pyridin-3-ylamino]quinolin-3-yl}(cyclopropyl)methanone). The yield is 78.0%. RXN SMILES: [Br:1][C:2]1[CH:3]=[C:4]2[C:9](=[CH:10][CH:11]=1)[N:8]=[CH:7][C:6]([C:12]([CH:14]1[CH2:16][CH2:15]1)=[O:13])=[C:5]2Cl.[N:18]1([CH2:23][C:24]2[N:29]=[CH:28][C:27]([NH2:30])=[CH:26][CH:25]=2)[CH2:22][CH2:21][CH2:20][CH2:19]1>>[Br:1][C:2]1[CH:3]=[C:4]2[C:9](=[CH:10][CH:11]=1)[N:8]=[CH:7][C:6]([C:12]([CH:14]1[CH2:16][CH2:15]1)=[O:13])=[C:5]2[NH:30][C:27]1[CH:28]=[N:29][C:24]([CH2:23][N:18]2[CH2:22][CH2:21][CH2:20][CH2:19]2)=[CH:25][CH:26]=1. Procedure details: Following general procedure C, (6-bromo-4-chloroquinolin-3-yl)(cyclopropyl)methanone (310 mg, 1.00 mmol) was reacted with 6-(pyrrolidin-1-ylmethyl)pyridin-3-amine (280 mg, 1.50 mmol) to afford the desired product (352 mg, 78%) as a yellow foam: ESI MS m/z 451 [C23H23BrN4O+H]+. Reactants: ClC1=NC=CC(=N1)C=1C=C(C=O)C=CC1 (3-(2-Chloro-pyrimidin-4-yl)-benzaldehyde), 276, ClC1=NC=CC(=N1)C=1C=C(C=O)C=CC1 (3-(2-Chloro-pyrimidin-4-yl)-benzaldehyde), C(C)(C)(C)N (tert butylamine). The product is C(C)(C)(C)NCC1=CC(=CC=C1)C1=NC(=NC=C1)Cl (tert-Butyl-[3-(2-chloro-pyrimidin-4-yl)-benzyl]-amine). Isolated yield 97.0%. Reaction SMILES: [Cl:1][C:2]1[N:7]=[C:6]([C:8]2[CH:9]=[C:10]([CH:13]=[CH:14][CH:15]=2)[CH:11]=O)[CH:5]=[CH:4][N:3]=1.[C:16]([NH2:20])([CH3:19])([CH3:18])[CH3:17]>>[C:16]([NH:20][CH2:11][C:10]1[CH:13]=[CH:14][CH:15]=[C:8]([C:6]2[CH:5]=[CH:4][N:3]=[C:2]([Cl:1])[N:7]=2)[CH:9]=1)([CH3:19])([CH3:18])[CH3:17]. Procedure: 3-(2-Chloro-pyrimidin-4-yl)-benzaldehyde (intermediate 1) and tert butylamine were coupled by procedure B. The yield was 97%. LC-MS showed the product had the expected M+H+ of 276. 1H NMR (Varian 300 MHz, CDCl3, shifts relative to the solvent peak at 7.24 ppm) 8.6 (d, 1H) 8.1 (s, 1H) 7.9 (d, 1H) 7.6 (d, 1H) 7.5 (m, 2H) 1.2 (s, 9H). The reactants are CCOC(=O)N1CCN(c2ccc(C(=O)O)cn2)CC1, Cl, [K+], [OH-], O. Product: O=C(O)c1ccc(N2CCNCC2)nc1. Reaction SMILES: [CH2:1]([O:2][C:3](=[O:4])[N:6]1[CH2:7][CH2:8][N:9]([c:12]2[n:13][cH:14][c:15]([C:16](=[O:17])[OH:18])[cH:19][cH:20]2)[CH2:10][CH2:11]1)[CH3:5].[ClH:23].[K+:22].[OH-:21].[OH2:24]>>[NH:6]1[CH2:7][CH2:8][N:9]([c:12]2[n:13][cH:14][c:15]([C:16](=[O:17])[OH:18])[cH:19][cH:20]2)[CH2:10][CH2:11]1.